Dataset: the Open Reaction Database (ORD), a public repository of structured organic reaction records. Task: describe an organic reaction: reactants, conditions, products, and yield Reactants: CS(=O)(=O)NC(=O)C1=NC(=CC=C1)CC1=C(NC2=CC(=CC=C12)C)C1=CC=CC=C1 (N-methanesulfonyl-6-(6-methyl-2-phenyl-1H-indol-3-ylmethyl)pyridine-2-carboxamide), C([O-])([O-])=O.[Cs+].[Cs+] (cesium carbonate), CI (methyl iodide). Run in CN(C=O)C (N,N-dimethylformamide), O (water). Reaction conditions: time 17 hour. Yields the product CS(=O)(=O)NC(=O)C1=NC(=CC=C1)CC1=C(N(C2=CC(=CC=C12)C)C)C1=CC=CC=C1 (N-Methanesulfonyl-6-(1,6-dimethyl-2-phenyl-1H-indol-3-ylmethyl)pyridine-2-carboxamide). The yield is 37.1%. RXN SMILES: [CH3:1][S:2]([NH:5][C:6]([C:8]1[CH:13]=[CH:12][CH:11]=[C:10]([CH2:14][C:15]2[C:23]3[C:18](=[CH:19][C:20]([CH3:24])=[CH:21][CH:22]=3)[NH:17][C:16]=2[C:25]2[CH:30]=[CH:29][CH:28]=[CH:27][CH:26]=2)[N:9]=1)=[O:7])(=[O:4])=[O:3].[C:31](=O)([O-])[O-].[Cs+].[Cs+].CI>CN(C)C=O.O>[CH3:1][S:2]([NH:5][C:6]([C:8]1[CH:13]=[CH:12][CH:11]=[C:10]([CH2:14][C:15]2[C:23]3[C:18](=[CH:19][C:20]([CH3:24])=[CH:21][CH:22]=3)[N:17]([CH3:31])[C:16]=2[C:25]2[CH:30]=[CH:29][CH:28]=[CH:27][CH:26]=2)[N:9]=1)=[O:7])(=[O:3])=[O:4] |f:1.2.3|. Reported procedure: To a solution of N-methanesulfonyl-6-(6-methyl-2-phenyl-1H-indol-3-ylmethyl)pyridine-2-carboxamide (100 mg) in N,N-dimethylformamide (1.2 mL) were added cesium carbonate (155 mg) and methyl iodide (0.023 mL), and this mixture was stirred at room temperature for 17 hours. The reaction mixture was diluted with water, followed by extraction with ethyl acetate. The organic layer was washed with water and saturated brine, dried over anhydrous sodium sulfate, and then concentrated under reduced pressu... The reactants are N1=C(C=CC2=CC=CC=C12)COC1=CC=C(C=C1)CC#N (2-[4-(Quinolin-2-yl-methoxy)phenyl]-acetonitrile), [H-].[Na+] (sodium hydride), C1(CCCC1)Br (cyclopentyl bromide), [H][H] (hydrogen). The solvent is CN(C)C=O (DMF), CN(C)C=O (DMF). Product: N1=C(C=CC2=CC=CC=C12)COC1=CC=C(C=C1)C(C#N)C1CCCC1 (2-[4-(Quinolin-2-yl-methoxy)phenyl]-2-cyclopentylacetonitrile). Reaction SMILES: [H-].[Na+].[N:3]1[C:12]2[C:7](=[CH:8][CH:9]=[CH:10][CH:11]=2)[CH:6]=[CH:5][C:4]=1[CH2:13][O:14][C:15]1[CH:20]=[CH:19][C:18]([CH2:21][C:22]#[N:23])=[CH:17][CH:16]=1.[H][H].[CH:26]1(Br)[CH2:30][CH2:29][CH2:28][CH2:27]1>CN(C=O)C>[N:3]1[C:12]2[C:7](=[CH:8][CH:9]=[CH:10][CH:11]=2)[CH:6]=[CH:5][C:4]=1[CH2:13][O:14][C:15]1[CH:20]=[CH:19][C:18]([CH:21]([CH:26]2[CH2:30][CH2:29][CH2:28][CH2:27]2)[C:22]#[N:23])=[CH:17][CH:16]=1 |f:0.1|. Procedure details: 0.6 g (80 % pure) of sodium hydride (0.02 mol) is suspended in 40 ml of absolute DMF at 0° C., and 5.5 g (0.02 mol) of the compound from Example I in 20 ml of DMF are added dropwise. Evolution of hydrogen starts. During this process, the temperature rises to room temperature. The mixture is subsequently stirred at room temperature for a further hour and then cooled to 0° C., and 3 g (0.02 mol) of cyclopentyl bromide are added dropwise. The mixture is allowed to react further overnight and then c...